Task: describe an organic reaction: reactants, conditions, products, and yield. Dataset: the Open Reaction Database (ORD), a public repository of structured organic reaction records Starting materials: [Si](C)(C)(C(C)(C)C)OCCCOC=1C=CC(=C(C1)C(C=C)=O)[N+](=O)[O-] (1-(5'-[3"-(t-Butyidimethylsilyloxy)propyloxy]-2'-nitrophenyl]-2-propen-1-one), C1CCOC1 (THF). The solvent is C(C)(=O)O (acetic acid). Conditions: time 8 hour. The product is OCCCOC=1C=CC(=C(C1)C(C=C)=O)[N+](=O)[O-] (1-[5'-(3"-hydroxypropyloxy)-2'-nitrophenyl]-2-propen-1-one). The yield is 95.0%. RXN SMILES: [Si]([O:8][CH2:9][CH2:10][CH2:11][O:12][C:13]1[CH:14]=[CH:15][C:16]([N+:23]([O-:25])=[O:24])=[C:17]([C:19](=[O:22])[CH:20]=[CH2:21])[CH:18]=1)(C(C)(C)C)(C)C.C1COCC1>C(O)(=O)C>[OH:8][CH2:9][CH2:10][CH2:11][O:12][C:13]1[CH:14]=[CH:15][C:16]([N+:23]([O-:25])=[O:24])=[C:17]([C:19](=[O:22])[CH:20]=[CH2:21])[CH:18]=1. Procedure details: 1-(5'-[3"-(t-Butyidimethylsilyloxy)propyloxy]-2'-nitrophenyl]-2-propen-1-one (the compound of Example 31-(2)) (1.84 g) is mixed with THF (20 ml) and 50% aqueous acetic acid solution (30 ml), and the mixture is stirred at room temperature overnight. The reaction solution is concentrated under reduced pressure, and the residue is purified by silica gel column chromatography to give 1-[5'-(3"-hydroxypropyloxy)-2'-nitrophenyl]-2-propen-1-one (1.26 g). The reactants are ClC=1C(=NN2C1CCCC2)N2N=CC=C2NC(CC)=O (N-[1-(3-Chloro-4,5,6,7-tetrahydropyrazolo[1,5-a]pyridin-2-yl)-5-pyrazolyl]propionamide), C(C)(=O)OC(C)=O (acetic anhydride), [N+](=O)(O)[O-] (nitric acid). Solvent: C(C)(=O)O (acetic acid). Reaction conditions: time 6 hour. Yields the product ClC=1C(=NN2C1CCCC2)N2N=CC(=C2NC(CC)=O)[N+](=O)[O-] (N-[1-(3-Chloro-4,5,6,7-tetrahydropyrazolo[1,5-a]pyridin-2-yl) -4-nitro-5-pyrazolyl]propionamide). As a reaction SMILES: [Cl:1][C:2]1[C:3]([N:11]2[C:15]([NH:16][C:17](=[O:20])[CH2:18][CH3:19])=[CH:14][CH:13]=[N:12]2)=[N:4][N:5]2[CH2:10][CH2:9][CH2:8][CH2:7][C:6]=12.C(OC(=O)C)(=O)C.[N+:28]([O-])([OH:30])=[O:29]>C(O)(=O)C>[Cl:1][C:2]1[C:3]([N:11]2[C:15]([NH:16][C:17](=[O:20])[CH2:18][CH3:19])=[C:14]([N+:28]([O-:30])=[O:29])[CH:13]=[N:12]2)=[N:4][N:5]2[CH2:10][CH2:9][CH2:8][CH2:7][C:6]=12. Procedure: 8.72 g (29.7 mmol) N-[1-(3-Chloro-4,5,6,7-tetrahydropyrazolo[1,5-a]pyridin-2-yl)-5-pyrazolyl]propionamide was suspended in 33 ml acetic acid. Under ice cooling, at 0°-5° C., 3.31 g (32.5 mmol) acetic anhydride was added. 1.93 g (31 mmol) Fuming nitric acid was added dropwise. After stirring for 6 hours at room temperature, the mixture was concentrated. The residue was taken up in dichloromethane, neutralised with aqueous sodium hydrogen carbonate and washed with aqueous sodium chloride. The orga... Starting materials: ClC1=C(CN2C(=NC=3N(C(N(C(C23)=O)CC)=O)CC(=O)OC(C)(C)C)N2CCCCC2)C(=CC=C1)F (tert-butyl [7-(2-chloro-6-fluorobenzyl)-1-ethyl-2,6-dioxo-8-piperidin-1-yl-1,2,6,7-tetrahydro-3H-purin-3-yl]acetate), C(=O)(C(F)(F)F)O (TFA). The solvent is C(Cl)Cl (CH2Cl2). Run at time 1 hour. Product: ClC1=C(CN2C(=NC=3N(C(N(C(C23)=O)CC)=O)CC(=O)O)N2CCCCC2)C(=CC=C1)F ([7-(2-Chloro-6-fluorobenzyl)-1-ethyl-2,6-dioxo-8-piperidin-1-yl-1,2,6,7-tetrahydro-3H-purin-3-yl]acetic acid). Yield: 89.0%. RXN SMILES: [Cl:1][C:2]1[CH:35]=[CH:34][CH:33]=[C:32]([F:36])[C:3]=1[CH2:4][N:5]1[C:13]2[C:12](=[O:14])[N:11]([CH2:15][CH3:16])[C:10](=[O:17])[N:9]([CH2:18][C:19]([O:21]C(C)(C)C)=[O:20])[C:8]=2[N:7]=[C:6]1[N:26]1[CH2:31][CH2:30][CH2:29][CH2:28][CH2:27]1.C(O)(C(F)(F)F)=O>C(Cl)Cl>[Cl:1][C:2]1[CH:35]=[CH:34][CH:33]=[C:32]([F:36])[C:3]=1[CH2:4][N:5]1[C:13]2[C:12](=[O:14])[N:11]([CH2:15][CH3:16])[C:10](=[O:17])[N:9]([CH2:18][C:19]([OH:21])=[O:20])[C:8]=2[N:7]=[C:6]1[N:26]1[CH2:27][CH2:28][CH2:29][CH2:30][CH2:31]1. Procedure: A solution of tert-butyl [7-(2-chloro-6-fluorobenzyl)-1-ethyl-2,6-dioxo-8-piperidin-1-yl-1,2,6,7-tetrahydro-3H-purin-3-yl]acetate (24 mg, 0.046 mmol) in 230 μL CH2Cl2 was treated with 230 μL TFA. The reaction was stirred at room temperature for 1 hr and then the solvent was removed by reduced pressure. The crude product was filtered through a silica plug and rinsed with 20% MeOH/EtOAc. The solvent was removed affording the title compound (19 mg, 90% yield) as a white solid: 1H NMR (CDCl3, 400 MH... As a reaction SMILES: [C:1]1([N:11]2[CH2:16][CH2:15][NH:14][CH2:13][CH2:12]2)[C:10]2[C:5](=[CH:6][CH:7]=[CH:8][CH:9]=2)[CH:4]=[CH:3][CH:2]=1.C(=O)([O-])[O-].[K+].[K+].Br[CH2:24][CH2:25][N:26]1[C:34](=[O:35])[C:33]2[C:28](=[CH:29][CH:30]=[CH:31][CH:32]=2)[C:27]1=[O:36]>CN(C)C=O>[C:1]1([N:11]2[CH2:16][CH2:15][N:14]([CH2:24][CH2:25][N:26]3[C:27](=[O:36])[C:28]4[C:33](=[CH:32][CH:31]=[CH:30][CH:29]=4)[C:34]3=[O:35])[CH2:13][CH2:12]2)[C:10]2[C:5](=[CH:6][CH:7]=[CH:8][CH:9]=2)[CH:4]=[CH:3][CH:2]=1 |f:1.2.3|. Starting materials: C1(=CC=CC2=CC=CC=C12)N1CCNCC1 (1-(1-naphthyl)piperazine), C([O-])([O-])=O.[K+].[K+] (potassium carbonate), BrCCN1C(C2=CC=CC=C2C1=O)=O (2-(2-bromoethyl)-1H-isoindole-1,3(2H)-dione). Run in CN(C=O)C (N,N-dimethylformamide). Conditions: temperature 90 celsius. Procedure: A suspension of 1.17 g (5.52 mmol) of 1-(1-naphthyl)piperazine (Tetrahedron Letters, 1998, 39(15), 2219–2222), 0.99 g (7.15 mol) of potassium carbonate and 1.68 g (6.62 mmol) of 2-(2-bromoethyl)-1H-isoindole-1,3(2H)-dione in 15 ml of N,N-dimethylformamide is heated at 90° C. for 2 hours. The product is C1(=CC=CC2=CC=CC=C12)N1CCN(CC1)CCN1C(C2=CC=CC=C2C1=O)=O (2-{2-[4-(1-Naphthyl)-1-piperazinyl]ethyl}-1H-isoindole-1,3(2H)-dione).